Dataset: the Open Reaction Database (ORD), a public repository of structured organic reaction records. Task: describe an organic reaction: reactants, conditions, products, and yield Reactants: COC(=O)c1cc(C)c([N+](=O)[O-])c(C)c1, CCOC(C)=O. Product: COC(=O)c1cc(C)c(N)c(C)c1. Reaction SMILES: [C:1](=[O:2])([O:3][CH3:4])[c:5]1[cH:6][c:7]([CH3:15])[c:8]([N+:12]([O-:13])=[O:14])[c:9]([CH3:11])[cH:10]1.[CH3:16][CH2:17][O:18][C:19](=[O:20])[CH3:21]>>[C:1](=[O:2])([O:3][CH3:4])[c:5]1[cH:6][c:7]([CH3:15])[c:8]([NH2:12])[c:9]([CH3:11])[cH:10]1. Reaction SMILES: [OH:1][C:2]1[CH:3]=[CH:4][C:5]([O:11][CH2:12][C:13]2[CH:18]=[CH:17][C:16]([O:19][CH2:20][C:21]3[N:22]=[C:23]([C:27]4[CH:32]=[CH:31][CH:30]=[CH:29][CH:28]=4)[O:24][C:25]=3[CH3:26])=[CH:15][CH:14]=2)=[C:6](CC#N)[CH:7]=1.[CH2:33]([OH:35])[CH3:34].[OH-:36].[K+].Cl>O>[OH:35][C:33]1[CH:7]=[CH:6][C:5]([O:11][CH2:12][C:13]2[CH:14]=[CH:15][C:16]([O:19][CH2:20][C:21]3[N:22]=[C:23]([C:27]4[CH:32]=[CH:31][CH:30]=[CH:29][CH:28]=4)[O:24][C:25]=3[CH3:26])=[CH:17][CH:18]=2)=[C:4]([CH2:3][C:2]([OH:1])=[O:36])[CH:34]=1 |f:2.3|. Reported procedure: To a mixture of 2-[5-hydroxy-2-[4-[(5-methyl-2-phenyl-4-oxazolyl)methoxy]benzyloxy]phenyl]acetonitrile (0.30 g) and ethanol (3 mL) was added a 4N aqueous potassium hydroxide solution (1 mL) and the mixture was stirred with heating under reflux for 24 hrs. 1N Hydrochloric acid and water were added to acidify the reaction mixture, and the mixture was extracted with ethyl acetate-tetrahydrofuran. The organic layer was washed with saturated brine, dried over anhydrous magnesium sulfate and concentra... Run in O (water). Yield: 16.0%. The product is OC=1C=CC(=C(C1)CC(=O)O)OCC1=CC=C(C=C1)OCC=1N=C(OC1C)C1=CC=CC=C1 (2-[5-hydroxy-2-[4-[(5-methyl-2-phenyl-4-oxazolyl)methoxy]benzyloxy]phenyl]acetic acid). Starting materials: OC=1C=CC(=C(C1)CC#N)OCC1=CC=C(C=C1)OCC=1N=C(OC1C)C1=CC=CC=C1 (2-[5-hydroxy-2-[4-[(5-methyl-2-phenyl-4-oxazolyl)methoxy]benzyloxy]phenyl]acetonitrile), C(C)O (ethanol), Cl (Hydrochloric acid), [OH-].[K+] (potassium hydroxide).